Dataset: the Open Reaction Database (ORD), a public repository of structured organic reaction records. Task: describe an organic reaction: reactants, conditions, products, and yield The reactants are C#CC(C)(C)Oc1ccc(OC(F)(F)F)cc1, c1ccc2ncccc2c1. Yields the product CC1(C)C=Cc2cc(OC(F)(F)F)ccc2O1. Reaction SMILES: [CH3:1][C:2]([C:3]#[CH:4])([CH3:5])[O:6][c:7]1[cH:8][cH:9][c:10]([O:13][C:14]([F:15])([F:16])[F:17])[cH:11][cH:12]1.[cH:18]1[cH:19][c:20]2[c:21]([n:22][cH:23][cH:24][cH:25]2)[cH:26][cH:27]1>>[CH3:1][C:2]1([CH3:5])[CH:3]=[CH:4][c:8]2[c:7]([cH:12][cH:11][c:10]([O:13][C:14]([F:15])([F:16])[F:17])[cH:9]2)[O:6]1. Starting materials: COC(CNC1=CC=CC=C1)=O (N-phenylglycine methyl ester), N1=CC=CC=C1 (pyridine), ClCC(=O)Cl (chloroacetyl chloride). Run in C(Cl)Cl (methylene chloride), C(Cl)Cl (methylene chloride). Product: COC(CN(C1=CC=CC=C1)C(CCl)=O)=O (N-chloroacetyl-N-phenylglycine methyl ester). The yield is 69.1%. Reaction SMILES: [CH3:1][O:2][C:3](=[O:12])[CH2:4][NH:5][C:6]1[CH:11]=[CH:10][CH:9]=[CH:8][CH:7]=1.N1C=CC=CC=1.[Cl:19][CH2:20][C:21](Cl)=[O:22]>C(Cl)Cl>[CH3:1][O:2][C:3](=[O:12])[CH2:4][N:5]([C:21](=[O:22])[CH2:20][Cl:19])[C:6]1[CH:11]=[CH:10][CH:9]=[CH:8][CH:7]=1. Procedure details: To methylene chloride (20 ml) was added N-phenylglycine methyl ester (2.02 g, 10 mmol) and pyridine (1.58 g, 20 mmol) and the mixture was stirred. To the mixture was added dropwise a solution of chloroacetyl chloride (1.13 g, 10 mmol) in methylene chloride (3 ml) at room temperature and the resulting mixture was stirred for 15 hours, washed with water, dried and evaporated. The resultant residue was crystallized from isopropyl ether to give N-chloroacetyl-N-phenylglycine methyl ester (1.67 g, 70... The reactants are CC(C)(C)N, CCN(C(C)C)C(C)C, ClCCl, Cc1c(-c2ccc(C(C)N3CCC(CC(C)(C)O)(c4ccccc4)OC3=O)cc2)n[nH]c1C(=O)O, On1nnc2ccccc21. The product is Cc1c(-c2ccc(C(C)N3CCC(CC(C)(C)O)(c4ccccc4)OC3=O)cc2)n[nH]c1C(=O)NC(C)(C)C. As a reaction SMILES: [CH3:36][C:37]([CH3:38])([CH3:39])[NH2:40].[CH:51]([N:52]([CH2:53][CH3:54])[CH:55]([CH3:56])[CH3:57])([CH3:58])[CH3:59].[Cl:60][CH2:61][Cl:62].[OH:1][C:2]([CH2:3][C:4]1([c:28]2[cH:29][cH:30][cH:31][cH:32][cH:33]2)[CH2:5][CH2:6][N:7]([CH:11]([CH3:12])[c:13]2[cH:14][cH:15][c:16](-[c:19]3[n:20][nH:21][c:22]([C:25](=[O:26])[OH:27])[c:23]3[CH3:24])[cH:17][cH:18]2)[C:8](=[O:10])[O:9]1)([CH3:34])[CH3:35].[OH:41][n:42]1[c:43]2[c:44]([cH:45][cH:46][cH:47][cH:48]2)[n:49][n:50]1>>[OH:1][C:2]([CH2:3][C:4]1([c:28]2[cH:29][cH:30][cH:31][cH:32][cH:33]2)[CH2:5][CH2:6][N:7]([CH:11]([CH3:12])[c:13]2[cH:14][cH:15][c:16](-[c:19]3[n:20][nH:21][c:22]([C:25](=[O:26])[NH:40][C:37]([CH3:36])([CH3:38])[CH3:39])[c:23]3[CH3:24])[cH:17][cH:18]2)[C:8](=[O:10])[O:9]1)([CH3:34])[CH3:35]. The product is CN1CCN(CC1)[C@@H]1SC2=C(C(N3[C@H]1CCC3)=O)C=CC=C2 ((±)-cis-2,3,11,11a-Tetrahydro-11-(4-methylpiperazin-1-yl)-1H,5H-pyrrolo[2,1-c][1,4]benzothiazepin-5-one), solid. Solvent: CC#N (CH3CN). RXN SMILES: [CH:1]1[C:5]2=[CH:6][S:7][C:8]3[CH:15]=[CH:14][CH:13]=[CH:12][C:9]=3[C:10](=[O:11])[N:4]2[CH2:3][CH:2]=1.[CH3:16][N:17]1[CH2:22][CH2:21][NH:20][CH2:19][CH2:18]1.C([O-])([O-])=O.[Na+].[Na+].[Na+].[I-]>CC#N>[CH3:16][N:17]1[CH2:22][CH2:21][N:20]([C@H:6]2[C@@H:5]3[CH2:1][CH2:2][CH2:3][N:4]3[C:10](=[O:11])[C:9]3[CH:12]=[CH:13][CH:14]=[CH:15][C:8]=3[S:7]2)[CH2:19][CH2:18]1 |f:2.3.4,5.6|. Procedure: A mixture of (+)-11-chloro-2,3,11,11a-tetrahydro-1H,5H,-pyrrolo[2,1-c][1,4]benzothiazepin-5-one (38)15 (0.6 g, 2.4 mmol), freshly distilled 1-methylpiperazine (0.34 mL, 3.1 mmol), Na2CO3(1.06 g, 10.0 mmol), NaI (0.36 g, 2.4 mmol) in dry CH3CN (30 mL) was gently refluxed for 20 hours. The solvent was evaporated and the residue was partitioned between CH2Cl2 and water. The organic phase was successively washed with a 2% solution of Na2S2O3, water and brine. The residue obtained after evaporation w... Reactants: C1=CCN2C1=CSC1=C(C2=O)C=CC=C1 (pyrrolo[2,1-c][1,4]benzothiazepin-5-one), CN1CCNCC1 (1-methylpiperazine), C(=O)([O-])[O-].[Na+].[Na+] (Na2CO3), [Na+].[I-] (NaI). Isolated yield 73.0%. Reactants: BrBr, Brc1cc(NC2=NCCN2)cc2[nH]cnc12. Product: Brc1cc(NC2=NCCN2)c(Br)c2[nH]cnc12. Reaction SMILES: [Br:17][Br:18].[Br:1][c:2]1[cH:3][c:4]([NH:11][C:12]2=[N:16][CH2:15][CH2:14][NH:13]2)[cH:5][c:6]2[c:7]1[n:8][cH:9][nH:10]2>>[Br:1][c:2]1[cH:3][c:4]([NH:11][C:12]2=[N:16][CH2:15][CH2:14][NH:13]2)[c:5]([Br:17])[c:6]2[c:7]1[n:8][cH:9][nH:10]2. The reactants are B, C1CCOC1, Cl, [Na+], [OH-], NC(=O)c1ccc(-c2ccccc2)cc1. The product is NCc1ccc(-c2ccccc2)cc1. Reaction SMILES: [BH3:16].[CH2:20]1[O:21][CH2:22][CH2:23][CH2:24]1.[ClH:17].[Na+:19].[OH-:18].[c:1]1(-[c:7]2[cH:8][cH:9][c:10]([C:11](=[O:12])[NH2:13])[cH:14][cH:15]2)[cH:2][cH:3][cH:4][cH:5][cH:6]1>>[c:1]1(-[c:7]2[cH:8][cH:9][c:10]([CH2:11][NH2:13])[cH:14][cH:15]2)[cH:2][cH:3][cH:4][cH:5][cH:6]1. The reactants are ClCC(=O)NC1=C(C(=O)C2=CC=CC=C2)C=C(C=C1)Cl (2-chloroacetamido-5-chlorobenzophenone), [OH-].[NH4+] (ammonium hydroxide). Solvent: C(C)O (ethanol). Reaction conditions: time 5 hour. Yields the product ClC=1C=CC2=C(C(=NCC(N2)=O)C2=CC=CC=C2)C1 (7-chloro-1,3-dihydro-5-phenyl-2H-1,4-benzodiazepin-2-one). As a reaction SMILES: Cl[CH2:2][C:3]([NH:5][C:6]1[CH:19]=[CH:18][C:17]([Cl:20])=[CH:16][C:7]=1[C:8]([C:10]1[CH:15]=[CH:14][CH:13]=[CH:12][CH:11]=1)=O)=[O:4].[OH-].[NH4+:22]>C(O)C>[Cl:20][C:17]1[CH:18]=[CH:19][C:6]2[NH:5][C:3](=[O:4])[CH2:2][N:22]=[C:8]([C:10]3[CH:15]=[CH:14][CH:13]=[CH:12][CH:11]=3)[C:7]=2[CH:16]=1 |f:1.2|. Procedure details: In a one liter, stirred flask equipped with a reflux condenser was placed 89.7 gms. of ##STR8## 61.6 gms. of 2-chloroacetamido-5-chlorobenzophenone, 22.4 mls. of 26% ammonium hydroxide and 425 mls. of ethanol. Ammonia was bubbled into the reaction mixture while it was stirred and heated to reflux. Refluxing was continued for 5 hrs. thereafter with stirring. The reaction mixture was distilled to dryness in a Swissco evaporator. The residue was then heated at reflux for one hour in a mixture of 10... Starting materials: C(C)(=O)O[C@H]1[C@@H](CC[C@H](C2=NC=CC=C21)O[Si](C(C)C)(C(C)C)C(C)C)C2=C(C(=CC=C2)F)F ((5S,6S,9R)-6-(2,3-difluorophenyl)-9-(triisopropylsilyloxy)-6,7,8,9-tetrahydro-5H-cyclohepta[b]pyridin-5-yl acetate), CCCC[N+](CCCC)(CCCC)CCCC.[F-] (TBAF). Run in O1CCCC1 (tetrahydrofuran). Run at time 2 hour. Product: C(C)(=O)O[C@H]1[C@@H](CC[C@H](C2=NC=CC=C21)O)C2=C(C(=CC=C2)F)F ((5S,6S,9R)-6-(2,3-difluorophenyl)-9-hydroxy-6,7,8,9-tetrahydro-5H-cyclohepta[b]pyridin-5-yl acetate). Yield: 86.7%. As a reaction SMILES: [C:1]([O:4][C@@H:5]1[C:15]2[C:10](=[N:11][CH:12]=[CH:13][CH:14]=2)[C@H:9]([O:16][Si](C(C)C)(C(C)C)C(C)C)[CH2:8][CH2:7][C@H:6]1[C:27]1[CH:32]=[CH:31][CH:30]=[C:29]([F:33])[C:28]=1[F:34])(=[O:3])[CH3:2].CCCC[N+](CCCC)(CCCC)CCCC.[F-]>O1CCCC1>[C:1]([O:4][C@@H:5]1[C:15]2[C:10](=[N:11][CH:12]=[CH:13][CH:14]=2)[C@H:9]([OH:16])[CH2:8][CH2:7][C@H:6]1[C:27]1[CH:32]=[CH:31][CH:30]=[C:29]([F:33])[C:28]=1[F:34])(=[O:3])[CH3:2] |f:1.2|. Procedure details: In a 100 mL round-bottom flask was dissolved (5S,6S,9R)-6-(2,3-difluorophenyl)-9-(triisopropylsilyloxy)-6,7,8,9-tetrahydro-5H-cyclohepta[b]pyridin-5-yl acetate (1098 mg, 2.243 mmol) (azeotroped with dry benzene) in tetrahydrofuran (20 mL) to give a colorless solution. TBAF (2.69 mL, 2.69 mmol) was added, and the resulting light yellow solution was stirred at room temperature for 2 h (8:30 am). LCMS indicated complete conversion. Tetrahydrofuran was removed in vacuo and the residue was diluted wi... Reactants: C1CCOC1, CC(=O)OC(C)=O, O=CO, COC(=O)c1cccc(N)c1SCc1ccccc1. The product is COC(=O)c1cccc(NC=O)c1SCc1ccccc1. As a reaction SMILES: [CH2:30]1[O:31][CH2:32][CH2:33][CH2:34]1.[CH3:4][C:5]([O:6][C:7](=[O:8])[CH3:9])=[O:10].[CH:1](=[O:2])[OH:3].[NH2:11][c:12]1[c:13]([S:22][CH2:23][c:24]2[cH:25][cH:26][cH:27][cH:28][cH:29]2)[c:14]([C:15](=[O:16])[O:17][CH3:18])[cH:19][cH:20][cH:21]1>>[CH:1](=[O:2])[NH:11][c:12]1[c:13]([S:22][CH2:23][c:24]2[cH:25][cH:26][cH:27][cH:28][cH:29]2)[c:14]([C:15](=[O:16])[O:17][CH3:18])[cH:19][cH:20][cH:21]1. The reactants are N[C@@H]1CC[C@H](CC1)NC(=O)C1=CNC2=C1N=CN=C2C2=C(C=CC(=C2)OC)OCC2CC2 (trans-4-(2-cyclopropylmethoxy-5-methoxy-phenyl)-5H-pyrrolo[3,2-d]pyrimidine-7-carboxylic acid (4-amino-cyclohexyl)-amide), ClC(=O)C1(CC1)OC(C)=O (acetic acid 1-chlorocarbonyl-cyclopropyl ester). Yields the product OC1(CC1)C(=O)N[C@@H]1CC[C@H](CC1)NC(=O)C1=CNC2=C1N=CN=C2C2=C(C=CC(=C2)OC)OCC2CC2 (trans-4-(2-Cyclopropylmethoxy-5-methoxy-phenyl)-5H-pyrrolo[3,2-d]pyrimidine-7-carboxylic acid {4-[(1-hydroxy-cyclopropanecarbonyl)-amino]-cyclohexyl}-amide). Reaction SMILES: [NH2:1][C@H:2]1[CH2:7][CH2:6][C@H:5]([NH:8][C:9]([C:11]2[C:15]3[N:16]=[CH:17][N:18]=[C:19]([C:20]4[CH:25]=[C:24]([O:26][CH3:27])[CH:23]=[CH:22][C:21]=4[O:28][CH2:29][CH:30]4[CH2:32][CH2:31]4)[C:14]=3[NH:13][CH:12]=2)=[O:10])[CH2:4][CH2:3]1.Cl[C:34]([C:36]1([O:39]C(=O)C)[CH2:38][CH2:37]1)=[O:35]>>[OH:39][C:36]1([C:34]([NH:1][C@H:2]2[CH2:7][CH2:6][C@H:5]([NH:8][C:9]([C:11]3[C:15]4[N:16]=[CH:17][N:18]=[C:19]([C:20]5[CH:25]=[C:24]([O:26][CH3:27])[CH:23]=[CH:22][C:21]=5[O:28][CH2:29][CH:30]5[CH2:31][CH2:32]5)[C:14]=4[NH:13][CH:12]=3)=[O:10])[CH2:4][CH2:3]2)=[O:35])[CH2:38][CH2:37]1. Reported procedure: Starting from trans-4-(2-cyclopropylmethoxy-5-methoxy-phenyl)-5H-pyrrolo[3,2-d]pyrimidine-7-carboxylic acid (4-amino-cyclohexyl)-amide (example A153) and acetic acid 1-chlorocarbonyl-cyclopropyl ester the title compound is obtained as colorless solid.